describe an organic reaction: reactants, conditions, products, and yield From a dataset of the Open Reaction Database (ORD), a public repository of structured organic reaction records. Reaction conditions: time 1 hour. Procedure: To a mixture of 3-{[1-(2-hydroxyethyl)-1H-pyrazol-4-yl]amino}-6-isopropyl-5-[(3R)-pyrrolidin-3-yloxy]pyrazine-2-carboxamide (476 mg), chloroform (5 mL), and diisopropylethylamine (867 μL) was added acryloyl chloride (226 μL) at 0° C., followed by stirring at the same temperature for 1 hour. The solvent of the reactant was evaporated, and then to the obtained residue were added tetrahydrofuran (5 mL) and a 1 M aqueous sodium hydroxide solution (5 mL), followed by stirring at 50° C. for 4 hours. A... The reactants are OCCN1N=CC(=C1)NC=1C(=NC(=C(N1)O[C@H]1CNCC1)C(C)C)C(=O)N (3-{[1-(2-hydroxyethyl)-1H-pyrazol-4-yl]amino}-6-isopropyl-5-[(3R)-pyrrolidin-3-yloxy]pyrazine-2-carboxamide), C(C)(C)N(CC)C(C)C (diisopropylethylamine), C(C=C)(=O)Cl (acryloyl chloride). The solvent is C(Cl)(Cl)Cl (chloroform). RXN SMILES: [OH:1][CH2:2][CH2:3][N:4]1[CH:8]=[C:7]([NH:9][C:10]2[C:11]([C:25]([NH2:27])=[O:26])=[N:12][C:13]([CH:22]([CH3:24])[CH3:23])=[C:14]([O:16][C@@H:17]3[CH2:21][CH2:20][NH:19][CH2:18]3)[N:15]=2)[CH:6]=[N:5]1.C(N(C(C)C)CC)(C)C.[C:37](Cl)(=[O:40])[CH:38]=[CH2:39]>C(Cl)(Cl)Cl>[C:37]([N:19]1[CH2:20][CH2:21][C@@H:17]([O:16][C:14]2[N:15]=[C:10]([NH:9][C:7]3[CH:6]=[N:5][N:4]([CH2:3][CH2:2][OH:1])[CH:8]=3)[C:11]([C:25]([NH2:27])=[O:26])=[N:12][C:13]=2[CH:22]([CH3:23])[CH3:24])[CH2:18]1)(=[O:40])[CH:38]=[CH2:39]. Product: C(C=C)(=O)N1C[C@@H](CC1)OC=1N=C(C(=NC1C(C)C)C(=O)N)NC=1C=NN(C1)CCO (5-{[(3R)-1-acryloylpyrrolidin-3-yl]oxy}-3-{[1-(2-hydroxyethyl)-1H-pyrazol-4-yl]amino}-6-isopropylpyrazine-2-carboxamide). Starting materials: NC=1N=C(SC1C(=O)N)N1CCOCC1 (4-amino-2-(4-morpholinyl)-1,3-thiazole-5-carboxamide), C1(CC1)C(=O)Cl (cyclopropanecarbonyl chloride). The solvent is ClCCl (Dichloromethane). Run at time 8 hour. The product is C1(CC1)C1=NC(C2=C(N1)N=C(S2)N2CCOCC2)=O (5-cyclopropyl-2-(4-morpholinyl)[1,3]thiazolo[4,5-d]pyrimidin-7(4H)-one). Reaction SMILES: [NH2:1][C:2]1[N:3]=[C:4]([N:10]2[CH2:15][CH2:14][O:13][CH2:12][CH2:11]2)[S:5][C:6]=1[C:7]([NH2:9])=[O:8].[CH:16]1([C:19](Cl)=O)[CH2:18][CH2:17]1>ClCCl>[CH:16]1([C:19]2[NH:1][C:2]3[N:3]=[C:4]([N:10]4[CH2:15][CH2:14][O:13][CH2:12][CH2:11]4)[S:5][C:6]=3[C:7](=[O:8])[N:9]=2)[CH2:18][CH2:17]1. Reported procedure: To a solution of 4-amino-2-(4-morpholinyl)-1,3-thiazole-5-carboxamide (0.15 g, 0.657 mmol) in Dichloromethane (DCM) (2 ml) at 0° C. was added cyclopropanecarbonyl chloride (0.075 ml, 0.821 mmol) dropwise. The mixture was stirred at room temperature overnight, and then concentrated. To the resulting residue was added ethanol (1 mL) and 6N NaOH (0.8 mL). The mixture was stirred at room temperature for 3 h, and then acidified with 6N HCl (0.7 mL) to pH ˜5. The precipitate was collected, rinsed with... Reactants: C(C)OC(=O)C1C2CC3(CC2CC1=O)OCCO3 ((1SR,5RS)-2-ethoxycarbonyl-7,7-ethylenedioxybicyclo[3.3.0]octan-3-one), O=C[C@H](O)[C@@H](O)[C@H](O)[C@H](O)CO (glucose). Run at time 19 hour. Yields the product C(C)OC(=O)C1[C@H]2CC3(C[C@H]2CC1=O)OCCO3 ((1S,5R)-2-Ethoxycarbonyl-7,7-ethylenedioxy-bicyclo [3.3.0)octan-3-one). The yield is 20.0%. RXN SMILES: [CH2:1]([O:3][C:4]([CH:6]1[C:13](=[O:14])[CH2:12][CH:11]2[CH:7]1[CH2:8][C:9]1([O:18][CH2:17][CH2:16][O:15]1)[CH2:10]2)=[O:5])[CH3:2].O=C[C@@H]([C@H]([C@@H]([C@@H](CO)O)O)O)O>>[CH2:1]([O:3][C:4]([CH:6]1[C:13](=[O:14])[CH2:12][C@H:11]2[C@@H:7]1[CH2:8][C:9]1([O:15][CH2:16][CH2:17][O:18]1)[CH2:10]2)=[O:5])[CH3:2]. Procedure details: Using Saccharomyces uvarum IFO 1225 cultivated similarly to Example 3, and 504 mg of (1SR,5RS)-2- ethoxycarbonyl-7,7-ethylenedioxybicyclo[3.3.0]octan-3-one (VIII), reaction was initiated in a similar procedure as mentioned in Referential Example 3. 10 g of glucose after 4 hours, 5 g after 19 hours, and 10 g after 153 hours were added and shaken for 167 hours. Aftertreatment of the reaction mixture in a similar manner as described in Example 3 gave 101 mg of (1S,5R)-2-ethoxycarbonyl-7,7-ethylened... The reactants are [OH-].[Na+] (NaOH), BrCC=1C(=CC=CC1)CBr (α,α'-dibromo-o-xylene), C(CC=C)(=O)OCC (ethyl 3-butenoate). Reagents/catalysts: [Br-].C(CCC)[N+](CCCC)(CCCC)CCCC (Tetrabutylammonium bromide). The solvent is C1(=CC=CC=C1)C (toluene), C1(=CC=CC=C1)C (toluene). Product: C(=C)C1(CC2=CC=CC=C2C1)C(=O)OCC (Ethyl 2,3-dihydro-2-vinyl-1H-indene-2-carboxylate). As a reaction SMILES: [OH-].[Na+].Br[CH2:4][C:5]1[C:6]([CH2:11]Br)=[CH:7][CH:8]=[CH:9][CH:10]=1.[C:13]([O:18][CH2:19][CH3:20])(=[O:17])[CH2:14][CH:15]=[CH2:16]>[Br-].C([N+](CCCC)(CCCC)CCCC)CCC.C1(C)C=CC=CC=1>[CH:15]([C:14]1([C:13]([O:18][CH2:19][CH3:20])=[O:17])[CH2:11][C:6]2[C:5](=[CH:10][CH:9]=[CH:8][CH:7]=2)[CH2:4]1)=[CH2:16] |f:0.1,4.5|. Procedure: Tetrabutylammonium bromide (0.31 g) and 48% NaOH solution (9 ml) were added to a flask. α,α'-dibromo-o-xylene (5.0 g) in toluene (15 ml) was then added to the flask. The mixture was stirred and ethyl 3-butenoate (2.16 g) in toluene (15 ml) was added dropwise at room temperature. After the addition the temperature was slowly raised to +60° C. The mixture was stirred at this temperature for 3.5 hours and then cooled. The toluene layer was separated, washed with water and evaporated at reduced pres... Starting materials: C(C)NC1=C(C=CC(=C1)OC)[C@@H]1CC=2C=CC(=CC2CC1)OC(C(C)(C)C)=O (pivalic acid (S)-6-(2-ethylamino-4-methoxyphenyl)-5,6,7,8-tetrahydronaphthalen-2-yl ester), CN(C(COC1=CC=C(C=O)C=C1)(C)C)C (4-(2-dimethylamino-2-methylpropoxy)benzaldehyde). Yields the product CN(C(COC1=CC=C(CCCNC2=C(C=CC(=C2)OC)[C@@H]2CC=3C=CC(=CC3CC2)O)C=C1)(C)C)C ((S)-6-{2-{[4-(2-Dimethylamino-2-methylpropoxy)benzyl]ethylamino}-4-methoxyphenyl}-5,6,7,8-tetrahydronaphthalen-2-ol). Yield: 111.6%. As a reaction SMILES: [CH2:1]([NH:3][C:4]1[CH:9]=[C:8]([O:10][CH3:11])[CH:7]=[CH:6][C:5]=1[C@H:12]1[CH2:21][CH2:20][C:19]2[CH:18]=[C:17]([O:22]C(=O)C(C)(C)C)[CH:16]=[CH:15][C:14]=2[CH2:13]1)[CH3:2].[CH3:29][N:30]([CH3:44])[C:31]([CH3:43])([CH3:42])[CH2:32][O:33][C:34]1[CH:41]=[CH:40][C:37]([CH:38]=O)=[CH:36][CH:35]=1>>[CH3:29][N:30]([CH3:44])[C:31]([CH3:43])([CH3:42])[CH2:32][O:33][C:34]1[CH:41]=[CH:40][C:37]([CH2:38][CH2:2][CH2:1][NH:3][C:4]2[CH:9]=[C:8]([O:10][CH3:11])[CH:7]=[CH:6][C:5]=2[C@H:12]2[CH2:21][CH2:20][C:19]3[CH:18]=[C:17]([OH:22])[CH:16]=[CH:15][C:14]=3[CH2:13]2)=[CH:36][CH:35]=1. Procedure: Synthesized from pivalic acid (S)-6-(2-ethylamino-4-methoxyphenyl)-5,6,7,8-tetrahydronaphthalen-2-yl ester (34 mg) and 4-(2-dimethylamino-2-methylpropoxy)benzaldehyde (100 mg) according to an analogous synthetic method to Example 264 described below and purified by LC-MS, the title compound (50 mg) was obtained. Reactants: CSC1=CC(=NO1)C1=NC2=C(N1COCC[Si](C)(C)C)C=CC=C2 (2-(5-methylsulfanyl-isoxazol-3-yl)-1-(2-trimethylsilanyl-ethoxymethyl)-1H-benzoimidazole), Cl (hydrochloric acid). The solvent is CO (methanol). The yield is 93.8%. Reaction SMILES: [CH3:1][S:2][C:3]1[O:7][N:6]=[C:5]([C:8]2[N:12](COCC[Si](C)(C)C)[C:11]3[CH:21]=[CH:22][CH:23]=[CH:24][C:10]=3[N:9]=2)[CH:4]=1.Cl>CO>[CH3:1][S:2][C:3]1[O:7][N:6]=[C:5]([C:8]2[NH:9][C:10]3[CH:24]=[CH:23][CH:22]=[CH:21][C:11]=3[N:12]=2)[CH:4]=1. Procedure details: A mixture of 2-(5-methylsulfanyl-isoxazol-3-yl)-1-(2-trimethylsilanyl-ethoxymethyl)-1H-benzoimidazole (160 mg, Reference Example 12), methanol (12 mL) and concentrated aqueous hydrochloric acid (2.45 mL) were heated at reflux for four hours, then cooled and then evaporated. The residue was treated with aqueous sodium bicarbonate and the mixture was extracted with ethyl acetate. The extracts were dried and then evaporated to give 2-(5-methylsulfanyl-isoxazol-3-yl)-1H-benzoimidazole (96 mg) as an ... Product: CSC1=CC(=NO1)C1=NC2=C(N1)C=CC=C2 (2-(5-methylsulfanyl-isoxazol-3-yl)-1H-benzoimidazole).